Dataset: the Open Reaction Database (ORD), a public repository of structured organic reaction records. Task: describe an organic reaction: reactants, conditions, products, and yield The reactants are Cl.C(C1=CC=CC=C1)ON (O-benzylhydroxylamine hydrochloride), CN1C=2C(C(=O)OC1=O)=CC(=CC2)Cl (N-methyl-5-chloro-isatoic anhydride). Product: CNC1=C(C(=O)NOCC2=CC=CC=C2)C=C(C=C1)Cl (2-methylamino-5 chloro-N-benzyloxylbenzamide). Isolated yield 50.6%. RXN SMILES: Cl.[CH2:2]([O:9][NH2:10])[C:3]1[CH:8]=[CH:7][CH:6]=[CH:5][CH:4]=1.[CH3:11][N:12]1C(=O)O[C:15](=[O:16])[C:14]2=[CH:20][C:21]([Cl:24])=[CH:22][CH:23]=[C:13]12>>[CH3:11][NH:12][C:13]1[CH:23]=[CH:22][C:21]([Cl:24])=[CH:20][C:14]=1[C:15]([NH:10][O:9][CH2:2][C:3]1[CH:8]=[CH:7][CH:6]=[CH:5][CH:4]=1)=[O:16] |f:0.1|. Procedure details: In the same manner as Example 35(a), O-benzylhydroxylamine hydrochloride (1.92 g, 12 mmol) reacted with N-methyl-5-chloro-isatoic anhydride (2.13 g, 10 mmol) to give 2-methylamino-5 chloro-N-benzyloxylbenzamide as a white solid (1.47 g). The reactants are O=C([O-])[O-], Cc1cccc(C)c1N, CCOC(C)=O, O=C(Cl)CCCl, [K+], [K+], O. The product is Cc1cccc(C)c1NC(=O)CCCl. Reaction SMILES: [C:10](=[O:11])([O-:12])[O-:13].[CH3:1][c:2]1[cH:3][cH:4][cH:5][c:6]([CH3:7])[c:8]1[NH2:9].[CH3:22][CH2:23][O:24][C:25](=[O:26])[CH3:27].[Cl:16][CH2:17][CH2:18][C:19](=[O:20])[Cl:21].[K+:14].[K+:15].[OH2:28]>>[CH3:1][c:2]1[cH:3][cH:4][cH:5][c:6]([CH3:7])[c:8]1[NH:9][C:19]([CH2:18][CH2:17][Cl:16])=[O:20]. The reactants are CO (methanol), CO (methanol), C[O-].[Na+] (sodium methylate), [N+](=O)([O-])C(C)C (2-nitropropane), BrCC=1C(=C(C(=O)OC)C=CC1S(=O)(=O)C)C (methyl 3-bromomethyl-4-methylsulfonyl-2-methylbenzoate). Solvent: Cl (hydrochloric acid). Yields the product C(=O)C=1C(=C(C(=O)OC)C=CC1S(=O)(=O)C)C (methyl 3-formyl-4-methylsulfonyl-2-methylbenzoate). Yield: 88.3%. As a reaction SMILES: CO.C[O-].[Na+].[N+](C(C)C)([O-])=[O:7].Br[CH2:13][C:14]1[C:15]([CH3:28])=[C:16]([CH:21]=[CH:22][C:23]=1[S:24]([CH3:27])(=[O:26])=[O:25])[C:17]([O:19][CH3:20])=[O:18]>Cl>[CH:13]([C:14]1[C:15]([CH3:28])=[C:16]([CH:21]=[CH:22][C:23]=1[S:24]([CH3:27])(=[O:26])=[O:25])[C:17]([O:19][CH3:20])=[O:18])=[O:7] |f:1.2|. Procedure: Into 20 ml of methanol was added 2.60 g of a methanol solution of 28% sodium methylate, and 1.30 g of 2-nitropropane was added dropwise at room temperature, followed by adding 4.40 g of methyl 3-bromomethyl-4-methylsulfonyl-2-methylbenzoate. The resulting solution was heated at reflux for an hour. After the reaction solution was cooled down, 50 ml of IN hydrochloric acid was added to the solution to extract with ethyl acetate. The organic layer was washed with a saturated sodium chloride solutio... Reagents/catalysts: [Pd].C1(=CC=CC=C1)P(C1=CC=CC=C1)C1=CC=CC=C1.C1(=CC=CC=C1)P(C1=CC=CC=C1)C1=CC=CC=C1.C1(=CC=CC=C1)P(C1=CC=CC=C1)C1=CC=CC=C1.C1(=CC=CC=C1)P(C1=CC=CC=C1)C1=CC=CC=C1 (tetrakis(triphenylphosphine)-palladium). The reactants are BrC1=NC=CC(=C1)C (2-bromo-4-methylpyridine), COC1=CC=C(C=C1)B(O)O (4-methoxyphenylboronic acid), aqueous solution, C([O-])([O-])=O.[Na+].[Na+] (sodium carbonate). The yield is 85.8%. The solvent is COCCOC (1,2-dimethoxyethane), C(C)(=O)OCC (ethyl acetate). As a reaction SMILES: Br[C:2]1[CH:7]=[C:6]([CH3:8])[CH:5]=[CH:4][N:3]=1.[CH3:9][O:10][C:11]1[CH:16]=[CH:15][C:14](B(O)O)=[CH:13][CH:12]=1.C(=O)([O-])[O-].[Na+].[Na+]>COCCOC.C(OCC)(=O)C.[Pd].C1(P(C2C=CC=CC=2)C2C=CC=CC=2)C=CC=CC=1.C1(P(C2C=CC=CC=2)C2C=CC=CC=2)C=CC=CC=1.C1(P(C2C=CC=CC=2)C2C=CC=CC=2)C=CC=CC=1.C1(P(C2C=CC=CC=2)C2C=CC=CC=2)C=CC=CC=1>[CH3:8][C:6]1[CH:5]=[CH:4][N:3]=[C:2]([C:14]2[CH:15]=[CH:16][C:11]([O:10][CH3:9])=[CH:12][CH:13]=2)[CH:7]=1 |f:2.3.4,7.8.9.10.11|. Procedure: To a suspension of 2-bromo-4-methylpyridine (1.60 g), 4-methoxyphenylboronic acid (1.84g) and tetrakis(triphenylphosphine)-palladium (537 mg) in 1,2-dimethoxyethane (40 ml) was added 2M aqueous solution of sodium carbonate (12.1 ml). The mixture was stirred at 80° C. for 24 hours under a nitrogen atmosphere, then cooled to room temperature and diluted with ethyl acetate. The organic layer was separated, washed with water and brine and dried over sodium sulfate. The solvent was evaporated under r... Reaction conditions: temperature 80 celsius, time 24 hour. Product: CC1=CC(=NC=C1)C1=CC=C(C=C1)OC (4-(4-methylpyridin-2-yl)anisole). Starting materials: CCc1ccc(N=C=S)cc1, CO, Nc1cc([N+](=O)[O-])ccc1O. Yields the product CCc1ccc(NC(=S)Nc2cc([N+](=O)[O-])ccc2O)cc1. As a reaction SMILES: [CH2:1]([CH3:2])[c:3]1[cH:4][cH:5][c:6]([N:9]=[C:10]=[S:11])[cH:7][cH:8]1.[CH3:23][OH:24].[NH2:12][c:13]1[c:14]([OH:22])[cH:15][cH:16][c:17]([N+:19](=[O:20])[O-:21])[cH:18]1>>[CH2:1]([CH3:2])[c:3]1[cH:4][cH:5][c:6]([NH:9][C:10](=[S:11])[NH:12][c:13]2[c:14]([OH:22])[cH:15][cH:16][c:17]([N+:19](=[O:20])[O-:21])[cH:18]2)[cH:7][cH:8]1. The reactants are FC(C(=O)O)(F)F.ClC1=NC(=C2N=CN(C2=N1)[C@H]1[C@@H]([C@@H]([C@H](C1)NC(CC)=O)O)O)NCC1=CC=CC2=CC=CC=C12 (N-((1S,2R,3S,4R)-4-{2-Chloro-6-[(naphthalen-1-ylmethyl)-amino]-purin-9-yl}-2,3-dihydroxy-cyclopentyl)-propionamide trifluoroacetate), C1=CC=CC=2C3=CC=CC=C3C(C12)CN (C-(9H-fluoren-9-yl)-methylamine). Product: ClC1=NC(=C2N=CN(C2=N1)[C@H]1[C@@H]([C@@H]([C@H](C1)NC(CC)=O)O)O)NCC1C2=CC=CC=C2C=2C=CC=CC12 (N-((1S,2R,3S,4R)-4-{2-Chloro-6-[(9H-fluoren-9-ylmethyl)-amino]-purin-9-yl}-2,3-dihydroxy-cyclopentyl)-propionamide). RXN SMILES: FC(F)(F)C(O)=O.[Cl:8][C:9]1[N:17]=[C:16]2[C:12]([N:13]=[CH:14][N:15]2[C@@H:18]2[CH2:22][C@H:21]([NH:23][C:24](=[O:27])[CH2:25][CH3:26])[C@@H:20]([OH:28])[C@H:19]2[OH:29])=[C:11]([NH:30][CH2:31][C:32]2[C:41]3[C:36](=[CH:37][CH:38]=[CH:39][CH:40]=3)[CH:35]=[CH:34][CH:33]=2)[N:10]=1.[CH:42]1[C:54]2C(CN)C3C(=CC=CC=3)C=2C=C[CH:43]=1>>[Cl:8][C:9]1[N:17]=[C:16]2[C:12]([N:13]=[CH:14][N:15]2[C@@H:18]2[CH2:22][C@H:21]([NH:23][C:24](=[O:27])[CH2:25][CH3:26])[C@@H:20]([OH:28])[C@H:19]2[OH:29])=[C:11]([NH:30][CH2:31][CH:32]2[C:54]3[CH:42]=[CH:43][CH:33]=[CH:34][C:35]=3[C:36]3[C:41]2=[CH:40][CH:39]=[CH:38][CH:37]=3)[N:10]=1 |f:0.1|. Reported procedure: This compound is prepared analogously to N-((4S,2R,3S,4R)-4-{2-chloro-6-[(naphthalen-1-ylmethyl)-amino]-purin-9-yl}-2,3-dihydroxy-cyclopentyl)-propionamide trifluoroacetate (Example 50) by replacing 1-napthalenemethylamine with C-(9H-fluoren-9-yl)-methylamine.